Dataset: the Open Reaction Database (ORD), a public repository of structured organic reaction records. Task: describe an organic reaction: reactants, conditions, products, and yield Reactants: C(C)(C)C1=CC=C(C=C1)[C@@H]1COC2=C1C(=C(C(=C2)C)NC(CC(C)(C)C)=O)C (N-((3S)-3-(4-Isopropylphenyl)-4,6-dimethyl-2,3-dihydro-1-benzofuran-5-yl)-3,3-dimethylbutanamide), CCCCCC.C(C)(=O)OCC (hexane ethyl acetate). Run in C(Cl)(Cl)Cl (chloroform). Product: C(C)(=O)C1=C(C(=C(C=2[C@@H](COC21)C2=CC=C(C=C2)C(C)C)C)NC(CC(C)(C)C)=O)C (N-((3S)-7-Acetyl-3-(4-isopropylphenyl)-4,6-dimethyl-2,3-dihydro-1-benzofuran-5-yl)-3,3-dimethylbutanamide). Isolated yield 46.0%. Reaction SMILES: [CH:1]([C:4]1[CH:9]=[CH:8][C:7]([C@H:10]2[C:14]3[C:15]([CH3:28])=[C:16]([NH:20][C:21](=[O:27])[CH2:22][C:23]([CH3:26])([CH3:25])[CH3:24])[C:17]([CH3:19])=[CH:18][C:13]=3[O:12][CH2:11]2)=[CH:6][CH:5]=1)([CH3:3])[CH3:2].CCCCCC.[C:35](OCC)(=[O:37])[CH3:36]>C(Cl)(Cl)Cl>[C:35]([C:18]1[C:13]2[O:12][CH2:11][C@@H:10]([C:7]3[CH:6]=[CH:5][C:4]([CH:1]([CH3:2])[CH3:3])=[CH:9][CH:8]=3)[C:14]=2[C:15]([CH3:28])=[C:16]([NH:20][C:21](=[O:27])[CH2:22][C:23]([CH3:26])([CH3:25])[CH3:24])[C:17]=1[CH3:19])(=[O:37])[CH3:36] |f:1.2|. Procedure details: Using N-((3S)-3-(4-isopropylphenyl)-4,6-dimethyl-2,3-dihydro-1-benzofuran-5-yl)-3,3-dimethylbutanamide obtained in Example 71, the title compound was synthesized in the same manner as in Example 38. Yield: 46%. Melting point: 177-178° C. (hexane-ethyl acetate). [α]D20=−6.0° (c=0.510, chloroform). The reactants are CS(C)=O, Nc1nc(N)c2ncn(C3OC(CO)C(O)C3OCCCCn3ccnc3)c2n1, Nc1nc(N)c2ncn(C3OC(CO)C(OCCCCn4ccnc4)C3O)c2n1, NC(CO)(CO)CO. Product: Nc1nc2c(ncn2C2OC(CO)C(O)C2OCCCCn2ccnc2)c(=O)[nH]1. Reaction SMILES: [CH3:59][S:60]([CH3:61])=[O:62].[NH2:1][c:2]1[n:3][c:4]([NH2:29])[c:5]2[n:6][cH:7][n:8]([CH:11]3[CH:12]([O:13][CH2:14][CH2:15][CH2:16][CH2:17][n:18]4[cH:19][n:20][cH:21][cH:22]4)[CH:23]([OH:24])[CH:25]([CH2:27][OH:28])[O:26]3)[c:9]2[n:10]1.[NH2:30][c:31]1[n:32][c:33]2[c:34]([n:35][cH:36][n:37]2[CH:38]2[O:39][CH:40]([CH2:41][OH:43])[CH:44]([O:45][CH2:46][CH2:47][CH2:48][CH2:49][n:50]3[cH:51][cH:52][n:53][cH:54]3)[CH:55]2[OH:42])[c:56]([NH2:57])[n:58]1.[NH2:63][C:64]([CH2:65][OH:66])([CH2:67][OH:68])[CH2:69][OH:70]>>[NH2:1][c:2]1[nH:3][c:4](=[O:42])[c:5]2[n:6][cH:7][n:8]([CH:11]3[CH:12]([O:13][CH2:14][CH2:15][CH2:16][CH2:17][n:18]4[cH:19][n:20][cH:21][cH:22]4)[CH:23]([OH:24])[CH:25]([CH2:27][OH:28])[O:26]3)[c:9]2[n:10]1. Starting materials: O (water), CC1(CC(CC(C1)(C)C)(C)C)C(C(=O)OCC)C#N (ethyl (1,3,3,5,5-pentamethylcyclohexyl)cyanoacetate), [Li+].[Cl-] (LiCl), O (water). Solvent: CS(=O)C (DMSO). Run at temperature 155 celsius. Yields the product C(#N)CC1(CC(CC(C1)(C)C)(C)C)C (1-cyanomethyl-1,3,3,5,5-pentamethylcyclohexane). Yield: 92.3%. Reaction SMILES: [CH3:1][C:2]1([CH:12]([C:18]#[N:19])C(OCC)=O)[CH2:7][C:6]([CH3:9])([CH3:8])[CH2:5][C:4]([CH3:11])([CH3:10])[CH2:3]1.[Li+].[Cl-].O>CS(C)=O>[C:18]([CH2:12][C:2]1([CH3:1])[CH2:3][C:4]([CH3:11])([CH3:10])[CH2:5][C:6]([CH3:9])([CH3:8])[CH2:7]1)#[N:19] |f:1.2|. Procedure details: The mixture of ethyl (1,3,3,5,5-pentamethylcyclohexyl)cyanoacetate (17) (1g, 3,7 mmol), LiCl (0.05 g) and water (0.15 ml) in DMSO (2.5ml) was heated at 150-160° C. for 4 h. Solution was poured into water (70 ml) and extracted with ether (4*20 ml). Ether was washed with saline (2*50 ml), dried over Na2SO4, filtered and evaporated. Crude product was purified on silica gel column, eluting with a petroleum ether-ethyl acetate mixture (20:1) to give 0.66 g (94%) of 18 as an oil. Reactants: C([O-])([O-])=O.[Na+].[Na+] (sodium carbonate), ClC1=CN=CC(=N1)N[C@H](C)C1=CC=CC=C1 (6-chloro-N-[(1R)-1-phenylethyl]pyrazin-2-amine), CC1(OB(OC1(C)C)C1=CC=C(C=C1)O)C (4-(4,4,5,5-tetramethyl-1,3,2-dioxaborolan-2-yl)phenol), C1(=CC=CC=C1)C (toluene). Reagents/catalysts: C=1C=CC(=CC1)[P](C=2C=CC=CC2)(C=3C=CC=CC3)[Pd]([P](C=4C=CC=CC4)(C=5C=CC=CC5)C=6C=CC=CC6)([P](C=7C=CC=CC7)(C=8C=CC=CC8)C=9C=CC=CC9)[P](C=1C=CC=CC1)(C=1C=CC=CC1)C=1C=CC=CC1 (tetrakis(triphenylphosphine)palladium(0)). The solvent is C(C)(=O)OCC (ethyl acetate). The product is COC1=C(C=CC(=C1)C1=NC(=CN=C1)N[C@H](C)C1=CC=CC=C1)O (2-Methoxy-4-(6-{[(1R)-1-phenylethyl]amino}pyrazin-2-yl)phenol). RXN SMILES: Cl[C:2]1[N:7]=[C:6]([NH:8][C@@H:9]([C:11]2[CH:16]=[CH:15][CH:14]=[CH:13][CH:12]=2)[CH3:10])[CH:5]=[N:4][CH:3]=1.CC1(C)C(C)(C)OB([C:25]2[CH:30]=[CH:29][C:28]([OH:31])=[CH:27][CH:26]=2)O1.C1(C)C=CC=CC=1.[C:40](=O)([O-])[O-:41].[Na+].[Na+]>C1C=CC([P]([Pd]([P](C2C=CC=CC=2)(C2C=CC=CC=2)C2C=CC=CC=2)([P](C2C=CC=CC=2)(C2C=CC=CC=2)C2C=CC=CC=2)[P](C2C=CC=CC=2)(C2C=CC=CC=2)C2C=CC=CC=2)(C2C=CC=CC=2)C2C=CC=CC=2)=CC=1.C(OCC)(=O)C>[CH3:40][O:41][C:27]1[CH:26]=[C:25]([C:2]2[CH:3]=[N:4][CH:5]=[C:6]([NH:8][C@@H:9]([C:11]3[CH:16]=[CH:15][CH:14]=[CH:13][CH:12]=3)[CH3:10])[N:7]=2)[CH:30]=[CH:29][C:28]=1[OH:31] |f:3.4.5,^1:49,51,70,89|. Procedure: Under a nitrogen atmosphere a mixture of 6-chloro-N-[(1R)-1-phenylethyl]pyrazin-2-amine (0.611 g, 2.61 mmol), 4-(4,4,5,5-tetramethyl-1,3,2-dioxaborolan-2-yl)phenol (0.785 g, 3.14 mmol), tetrakis(triphenylphosphine)palladium(0) (0.30 g, 0.26 mmol) and toluene (3 mL) was treated with 2M aqueous sodium carbonate solution (1.6 mL, 2.6 mmol). The resulting mixture was stirred vigorously whilst being heated under reflux for 24 hours. Once cool ethyl acetate was added and the mixture dried (MgSO4) and ... The reactants are CC(=O)[O-], [NH4+], O=C1CC(=O)CC(c2ccccc2)C1. The product is NC1=CC(=O)CC(c2ccccc2)C1. RXN SMILES: [CH3:16][C:17](=[O:18])[O-:19].[NH4+:15].[c:1]1([CH:7]2[CH2:8][C:9](=[O:14])[CH2:10][C:11](=[O:13])[CH2:12]2)[cH:2][cH:3][cH:4][cH:5][cH:6]1>>[c:1]1([CH:7]2[CH2:8][C:9](=[O:14])[CH:10]=[C:11]([NH2:15])[CH2:12]2)[cH:2][cH:3][cH:4][cH:5][cH:6]1.